This data is from the Open Reaction Database (ORD), a public repository of structured organic reaction records. The task is: describe an organic reaction: reactants, conditions, products, and yield Reactants: N#Cc1c[nH]c2ccc(CCNC(=O)c3ccc(-c4ccnc(Cl)n4)cc3)cc12, NCCCCCCN1CCCCC1. The product is N#Cc1c[nH]c2ccc(CCNC(=O)c3ccc(-c4ccnc(NCCCCCCN5CCCCC5)n4)cc3)cc12. RXN SMILES: [C:14](#[N:15])[c:16]1[cH:17][nH:18][c:19]2[cH:20][cH:21][c:22]([CH2:25][CH2:26][NH:27][C:28]([c:29]3[cH:30][cH:31][c:32](-[c:35]4[n:36][c:37]([Cl:41])[n:38][cH:39][cH:40]4)[cH:33][cH:34]3)=[O:42])[cH:23][c:24]12.[N:1]1([CH2:7][CH2:8][CH2:9][CH2:10][CH2:11][CH2:12][NH2:13])[CH2:2][CH2:3][CH2:4][CH2:5][CH2:6]1>>[N:1]1([CH2:7][CH2:8][CH2:9][CH2:10][CH2:11][CH2:12][NH:13][c:37]2[n:36][c:35](-[c:32]3[cH:31][cH:30][c:29]([C:28]([NH:27][CH2:26][CH2:25][c:22]4[cH:21][cH:20][c:19]5[nH:18][cH:17][c:16]([C:14]#[N:15])[c:24]5[cH:23]4)=[O:42])[cH:34][cH:33]3)[cH:40][cH:39][n:38]2)[CH2:2][CH2:3][CH2:4][CH2:5][CH2:6]1. Starting materials: CC1=C(C(=O)O)C(=CC=C1)C (2,6-dimethylbenzoic acid), C([O-])([O-])=O.[K+].[K+] (potassium carbonate), CI (methyl iodide), C1(=CC=CC=C1)C (toluene). Run in O (water). Conditions: time 16 hour. The product is CC1=C(CO)C(=CC=C1)C (2,6-Dimethylbenzyl Alcohol). RXN SMILES: [CH3:1][C:2]1[CH:10]=[CH:9][CH:8]=[C:7]([CH3:11])[C:3]=1[C:4](O)=[O:5].C(=O)([O-])[O-].[K+].[K+].CI.C1(C)C=CC=CC=1>O>[CH3:1][C:2]1[CH:10]=[CH:9][CH:8]=[C:7]([CH3:11])[C:3]=1[CH2:4][OH:5] |f:1.2.3|. Procedure details: To a solution of 2,6-dimethylbenzoic acid (10 g, 66.5 mmol) and potassium carbonate (9.18 g, 66.5 mmol) in dimethylfonnamide (67 ml), was added methyl iodide (8.28 ml, 133.16 mmol) in an ice bath, and the mixture was stirred for 16 hours. To the reaction mixture was added toluene and water, and the organic layer was washed with 3% K2CO3, 1N HCl, and brine. The organic layer was dried over Na2SO4, filtered and concentrated. The oily residue was redissolved in dry THF (135 ml), added to LiAIH4 (3.... The reactants are N1=C(NC2=C1C=CC=C2)S(=O)(=O)CCN2CCNCC2 (1-[2-(benzimidazol-2-ylsulfonyl)ethyl]piperazine), C([O-])([O-])=O.[K+].[K+] (potassium carbonate), BrCC(=O)NC=1C(=NC(=CC1SC)C)SC (2-bromo-N-[2,4-bis(methylthio)-6-methyl-3-pyridyl]acetamide). The solvent is CN(C)C=O (DMF), O (water). Reaction conditions: time 6 hour. The product is N1=C(NC2=C1C=CC=C2)S(=O)(=O)CCN2CCN(CC2)CC(=O)NC=2C(=NC(=CC2SC)C)SC (2-[4-[2-(benzimidazol-2-ylsulfonyl)ethyl]piperazin-1-yl]-N-[2,4-bis(methylthio)-6-methyl-3-pyridyl]acetamide). The yield is 63.8%. As a reaction SMILES: [N:1]1[C:5]2[CH:6]=[CH:7][CH:8]=[CH:9][C:4]=2[NH:3][C:2]=1[S:10]([CH2:13][CH2:14][N:15]1[CH2:20][CH2:19][NH:18][CH2:17][CH2:16]1)(=[O:12])=[O:11].C(=O)([O-])[O-].[K+].[K+].Br[CH2:28][C:29]([NH:31][C:32]1[C:33]([S:41][CH3:42])=[N:34][C:35]([CH3:40])=[CH:36][C:37]=1[S:38][CH3:39])=[O:30]>CN(C=O)C.O>[N:1]1[C:5]2[CH:6]=[CH:7][CH:8]=[CH:9][C:4]=2[NH:3][C:2]=1[S:10]([CH2:13][CH2:14][N:15]1[CH2:20][CH2:19][N:18]([CH2:28][C:29]([NH:31][C:32]2[C:33]([S:41][CH3:42])=[N:34][C:35]([CH3:40])=[CH:36][C:37]=2[S:38][CH3:39])=[O:30])[CH2:17][CH2:16]1)(=[O:12])=[O:11] |f:1.2.3|. Procedure details: To a solution of 1-[2-(benzimidazol-2-ylsulfonyl)ethyl]piperazine (17 mg, 0.058 mmol) in DMF (0.1 ml) were added potassium carbonate (16.0 mg, 0.116 mmol) and 2-bromo-N-[2,4-bis(methylthio)-6-methyl-3-pyridyl]acetamide (18.6 mg, 0.058 mmol), and the mixture was stirred at room temperature for 6 hours. The reaction solution was diluted with water and extracted with ethyl acetate. The organic layer was washed with water and a saturated sodium chloride solution, dried over anhydrous sodium sulfate ... Starting materials: ClC1=CC(=C(C=N1)C=1SC=C(N1)C(=O)N1CC(CCC1)O)NC(C)C ((2-(6-chloro-4-(isopropylamino)pyridin-3-yl)thiazol-4-yl)(3-hydroxypiperidin-1-yl)methanone), N1CC(CCC1)O (piperidin-3-ol), [Cl-].[NH4+] (ammonium chloride). The product is ClC1=CC(=C(C=N1)C=1SC(=C(N1)C(=O)N)C)NC(C)C (2-(6-chloro-4-(isopropylamino)pyridin-3-yl) 5-methylthiazole-4-carboxamide). As a reaction SMILES: [Cl:1][C:2]1[N:7]=[CH:6][C:5]([C:8]2[S:9][CH:10]=[C:11]([C:13]([N:15]3CCCC(O)C3)=[O:14])[N:12]=2)=[C:4]([NH:22][CH:23]([CH3:25])[CH3:24])[CH:3]=1.N1CCCC(O)[CH2:27]1.[Cl-].[NH4+]>>[Cl:1][C:2]1[N:7]=[CH:6][C:5]([C:8]2[S:9][C:10]([CH3:27])=[C:11]([C:13]([NH2:15])=[O:14])[N:12]=2)=[C:4]([NH:22][CH:23]([CH3:24])[CH3:25])[CH:3]=1 |f:2.3|. Procedure: Followed the same procedure as mentioned in the synthesis of compound no. 24a, instead of piperidin-3-ol, ammonium chloride was used. The reactants are CC(CSC(=O)c1ccccc1)C(=O)O, Cc1ccccc1, O=S(Cl)Cl. Yields the product CC(CSC(=O)c1ccccc1)C(=O)Cl. RXN SMILES: [C:1]([c:2]1[cH:3][cH:4][cH:5][cH:6][cH:7]1)(=[O:8])[S:9][CH2:10][CH:11]([C:12](=[O:13])[OH:14])[CH3:15].[CH3:20][c:21]1[cH:22][cH:23][cH:24][cH:25][cH:26]1.[S:16]([Cl:17])([Cl:18])=[O:19]>>[C:1]([c:2]1[cH:3][cH:4][cH:5][cH:6][cH:7]1)(=[O:8])[S:9][CH2:10][CH:11]([C:12](=[O:13])[Cl:18])[CH3:15]. The reactants are CN(C)S(=O)(=O)n1cc(-c2ccn3c(-c4ccc(CC(=O)Nc5cc(C(C)(C)C)on5)cc4)cnc3c2)cn1, CC(=O)O, CO, ClCCl, Cl. The product is CC(C)(C)c1cc(NC(=O)Cc2ccc(-c3cnc4cc(-c5cn[nH]c5)ccn34)cc2)no1. Reaction SMILES: [C:1]([CH3:2])([CH3:3])([CH3:4])[c:5]1[cH:6][c:7]([NH:10][C:11]([CH2:12][c:13]2[cH:14][cH:15][c:16](-[c:19]3[cH:20][n:21][c:22]4[n:23]3[cH:24][cH:25][c:26](-[c:28]3[cH:29][n:30][n:31]([S:33](=[O:34])(=[O:35])[N:36]([CH3:37])[CH3:38])[cH:32]3)[cH:27]4)[cH:17][cH:18]2)=[O:39])[n:8][o:9]1.[C:46]([OH:47])(=[O:48])[CH3:49].[CH3:43][OH:44].[Cl:40][CH2:41][Cl:42].[ClH:45]>>[C:1]([CH3:2])([CH3:3])([CH3:4])[c:5]1[cH:6][c:7]([NH:10][C:11]([CH2:12][c:13]2[cH:14][cH:15][c:16](-[c:19]3[cH:20][n:21][c:22]4[n:23]3[cH:24][cH:25][c:26](-[c:28]3[cH:29][n:30][nH:31][cH:32]3)[cH:27]4)[cH:17][cH:18]2)=[O:39])[n:8][o:9]1. Starting materials: [Li]CCCC, CCCCCC, [Cl-], OCCCCCCl, ClCCl, [NH4+], c1ccoc1, [Li]c1ccco1. The product is OC(CCCCCl)c1ccco1. RXN SMILES: [CH2:7]([Li:8])[CH2:9][CH2:10][CH3:11].[CH3:29][CH2:30][CH2:31][CH2:32][CH2:33][CH3:34].[Cl-:24].[Cl:17][CH2:18][CH2:19][CH2:20][CH2:21][CH2:22][OH:23].[Cl:26][CH2:27][Cl:28].[NH4+:25].[cH:12]1[cH:13][o:14][cH:15][cH:16]1.[o:1]1[c:2]([Li:6])[cH:3][cH:4][cH:5]1>>[o:1]1[c:2]([CH:22]([CH2:21][CH2:20][CH2:19][CH2:18][Cl:17])[OH:23])[cH:3][cH:4][cH:5]1. Starting materials: CN(C(=O)C1=NOC(C1)C1=CC=CC=C1)C (4,5-dihydro-N,N-dimethyl-5-phenyl-3-isoxazolecarboxamide), CN(C(=O)C1=NOC(C1)C1=CC=CC=C1)C (4,5-dihydro-N,N-dimethyl-5-phenyl-3-isoxazolecarboxamide), [OH-].[Na+] (sodium hydroxide). The solvent is CO (methanol). Reaction conditions: temperature 45 celsius, time 8 hour. The product is C1(=CC=CC=C1)C1CC(=NO1)C(=O)O (4,5-dihydro-5-phenyl-3-isoxazolecarboxylic acid). Reaction SMILES: CN(C)[C:3]([C:5]1[CH2:9][CH:8]([C:10]2[CH:15]=[CH:14][CH:13]=[CH:12][CH:11]=2)[O:7][N:6]=1)=[O:4].[OH-:17].[Na+]>CO>[C:10]1([CH:8]2[O:7][N:6]=[C:5]([C:3]([OH:17])=[O:4])[CH2:9]2)[CH:15]=[CH:14][CH:13]=[CH:12][CH:11]=1 |f:1.2|. Procedure: To a solution of 4,5-dihydro-N,N-dimethyl-5-phenyl-3-isoxazolecarboxamide (i.e. the product of Example 12, Step A) (60.0 g, 275 mmol) in methanol (300 mL) was added an aqueous sodium hydroxide solution (44 g of 50 wt. % aqueous NaOH in 50 mL of water) dropwise over 30 minutes while maintaining the temperature of the reaction mixture at 45° C. The reaction mixture was allowed to cool to room temperature and stirred overnight. The resulting mixture was concentrated under reduced pressure, and trea...